From a dataset of the Open Reaction Database (ORD), a public repository of structured organic reaction records. describe an organic reaction: reactants, conditions, products, and yield The reactants are (COD)Ru(2-methylallyl)2, (-)-Me-DuPHOS, COC(CC1=C(C(CC1)=O)CCCCC)=O (methyl-3-oxo-2-pentyl-1-cyclopentene-acetate), [H+].[B-](F)(F)(F)F (HBF4), catalytic solution, O=C1C(=C(CC1)CC(=O)OC)CCCCC (methyl 3-oxo-2-pentyl-1-cyclopentene-1-acetate). Reaction conditions: time 20 hour. Product: CCCCCC1C(CCC1=O)CC(=O)OC (Hedione). Isolated yield 99.0%. As a reaction SMILES: [CH3:1][O:2][C:3](=[O:16])[CH2:4][C:5]1[CH2:9][CH2:8][C:7](=[O:10])[C:6]=1[CH2:11][CH2:12][CH2:13][CH2:14][CH3:15].[H+].[B-](F)(F)(F)F>>[CH3:15][CH2:14][CH2:13][CH2:12][CH2:11][CH:6]1[C:7](=[O:10])[CH2:8][CH2:9][CH:5]1[CH2:4][C:3]([O:2][CH3:1])=[O:16] |f:1.2|. Procedure details: In a glove box under argon and at room temperature, 38 mg of [(COD)Ru(2-methylallyl)2 ] (0.12 mmole) and 36 mg (0.12 mmole) of (-)-Me-DuPHOS were dissolved in 5.38 g (24 mmole) of methyl-3-oxo-2-pentyl-1-cyclopentene-acetate in a glass beaker adapted for use in an autoclave which was equipped with a stirrer. Thereafter, 39 mg of HBF4 etherate (0.24 mmole; 32.7 μl, syringe) were gently added under stirring. After stirring for 4 h, 3.4 ml of this catalytic solution (containing about 0.075 mmole of... Reactants: ClCCOC1=C(C=CC2=NC=CC=C2)C=CC=C1 (2-[o-(β-chloro-ethoxy)-styryl]-pyridine), N1CCOCC1 (morpholine), C1(=C(C(=C(C(=C1F)F)F)N)F)N.Cl.Cl (dihydrochloride). The product is O1CCN(CC1)CCOC1=C(C=CC2=NC=CC=C2)C=CC=C1 (2-[o-(β-Morpholino-ethoxy)-styryl]-pyridine). Reaction SMILES: Cl[CH2:2][CH2:3][O:4][C:5]1[CH:18]=[CH:17][CH:16]=[CH:15][C:6]=1[CH:7]=[CH:8][C:9]1[CH:14]=[CH:13][CH:12]=[CH:11][N:10]=1.[NH:19]1[CH2:24][CH2:23][O:22][CH2:21][CH2:20]1.C1(N)C(F)=C(F)C(F)=C(N)C=1F.Cl.Cl>>[O:22]1[CH2:23][CH2:24][N:19]([CH2:2][CH2:3][O:4][C:5]2[CH:18]=[CH:17][CH:16]=[CH:15][C:6]=2[CH:7]=[CH:8][C:9]2[CH:14]=[CH:13][CH:12]=[CH:11][N:10]=2)[CH2:20][CH2:21]1 |f:2.3.4|. Reported procedure: 2-[o-(β-Morpholino-ethoxy)-styryl]-pyridine was prepared from 2-[o-(β-chloro-ethoxy)-styryl]-pyridine (m.p. 57°-58° C.) and morpholine, and the free base was converted into its dihydrochloride, yielding 53% of theory of the compound of the formula ##STR10## which had a melting point of 248° C. Reactants: COC(=O)c1ccc(F)c([N+](=O)[O-])c1, CCN(C(C)C)C(C)C, NCCO, CN(C)C=O, O. Product: COC(=O)c1ccc(NCCO)c([N+](=O)[O-])c1. As a reaction SMILES: [CH3:1][O:2][C:3]([c:4]1[cH:5][c:6]([N+:11](=[O:12])[O-:13])[c:7]([F:10])[cH:8][cH:9]1)=[O:14].[CH:15]([N:16]([CH2:17][CH3:18])[CH:19]([CH3:20])[CH3:21])([CH3:22])[CH3:23].[NH2:24][CH2:25][CH2:26][OH:27].[O:29]=[CH:30][N:31]([CH3:32])[CH3:33].[OH2:28]>>[CH3:1][O:2][C:3]([c:4]1[cH:5][c:6]([N+:11](=[O:12])[O-:13])[c:7]([NH:24][CH2:25][CH2:26][OH:27])[cH:8][cH:9]1)=[O:14]. Reactants: FC1=C(C=C(C=C1)C=1C=C(C(NN1)=O)C(=O)OC)C (6-(4-fluoro-3-methylphenyl)-4-methoxycarbonyl-2H-pyridazin-3-one), CS(=O)(=O)OCCCC1=CC=C(C=C1)Cl (3-(4-chlorophenyl)-1-propanol methanesulfonate). The product is C(=O)(O)C=1C(N(N=C(C1)C1=CC(=C(C=C1)F)C)CCCC1=CC=C(C=C1)Cl)=O (4-carboxy-2-[3-(4-chlorophenyl)propyl]-6-(4-fluoro-3-methylphenyl)-2H-pyridazin-3-one). The yield is 80.8%. Reaction SMILES: [F:1][C:2]1[CH:7]=[CH:6][C:5]([C:8]2[CH:9]=[C:10]([C:15]([O:17]C)=[O:16])[C:11](=[O:14])[NH:12][N:13]=2)=[CH:4][C:3]=1[CH3:19].CS(O[CH2:25][CH2:26][CH2:27][C:28]1[CH:33]=[CH:32][C:31]([Cl:34])=[CH:30][CH:29]=1)(=O)=O>>[C:15]([C:10]1[C:11](=[O:14])[N:12]([CH2:25][CH2:26][CH2:27][C:28]2[CH:33]=[CH:32][C:31]([Cl:34])=[CH:30][CH:29]=2)[N:13]=[C:8]([C:5]2[CH:6]=[CH:7][C:2]([F:1])=[C:3]([CH3:19])[CH:4]=2)[CH:9]=1)([OH:17])=[O:16]. Reported procedure: Following the procedure of Example 1(6), 6-(4-fluoro-3-methylphenyl)-4-methoxycarbonyl-2H-pyridazin-3-one and 3-(4-chlorophenyl)-1-propanol methanesulfonate were reacted. Without purification, the reaction product was reacted further following the procedure of Example 1(7) to yield the title compound as a yellow crystalline powder (yield: 80.8%). Reactants: CC(=O)CCc1cn(CC(=O)N(C)CCc2ccccc2)c2ccc(OCc3ccccc3)cc12, CCOC(=O)CP(=O)(OCC)OCC. Product: CCOC(=O)C=C(C)CCc1cn(CC(=O)N(C)CCc2ccccc2)c2ccc(OCc3ccccc3)cc12. Reaction SMILES: [CH3:1][N:2]([C:3]([CH2:4][n:5]1[cH:6][c:7]([CH2:22][CH2:23][C:24]([CH3:25])=[O:26])[c:8]2[cH:9][c:10]([O:14][CH2:15][c:16]3[cH:17][cH:18][cH:19][cH:20][cH:21]3)[cH:11][cH:12][c:13]12)=[O:27])[CH2:28][CH2:29][c:30]1[cH:31][cH:32][cH:33][cH:34][cH:35]1.[CH3:36][CH2:37][O:38][C:39](=[O:40])[CH2:41][P:42]([O:43][CH2:44][CH3:45])([O:46][CH2:47][CH3:48])=[O:49]>>[CH3:1][N:2]([C:3]([CH2:4][n:5]1[cH:6][c:7]([CH2:22][CH2:23][C:24]([CH3:25])=[CH:41][C:39]([O:38][CH2:37][CH3:36])=[O:40])[c:8]2[cH:9][c:10]([O:14][CH2:15][c:16]3[cH:17][cH:18][cH:19][cH:20][cH:21]3)[cH:11][cH:12][c:13]12)=[O:27])[CH2:28][CH2:29][c:30]1[cH:31][cH:32][cH:33][cH:34][cH:35]1.